From a dataset of the Open Reaction Database (ORD), a public repository of structured organic reaction records. describe an organic reaction: reactants, conditions, products, and yield Reactants: COCCOC, Fc1cc(CBr)ccc1C(F)(F)F, CCOC(=O)CC(=O)c1ccc(F)cc1, [H-], [Na+], O. The product is CCOC(=O)C(Cc1ccc(C(F)(F)F)c(F)c1)C(=O)c1ccc(F)cc1. As a reaction SMILES: [CH3:32][O:33][CH2:34][CH2:35][O:36][CH3:37].[F:18][c:19]1[cH:20][c:21]([CH2:22][Br:23])[cH:24][cH:25][c:26]1[C:27]([F:28])([F:29])[F:30].[F:1][c:2]1[cH:3][cH:4][c:5]([C:8]([CH2:9][C:10](=[O:11])[O:12][CH2:13][CH3:14])=[O:15])[cH:6][cH:7]1.[H-:16].[Na+:17].[OH2:31]>>[F:1][c:2]1[cH:3][cH:4][c:5]([C:8]([CH:9]([C:10](=[O:11])[O:12][CH2:13][CH3:14])[CH2:22][c:21]2[cH:20][c:19]([F:18])[c:26]([C:27]([F:28])([F:29])[F:30])[cH:25][cH:24]2)=[O:15])[cH:6][cH:7]1. Starting materials: CC(=O)OCC1OC(c2ccc(Cl)c(Cc3ccc(Br)s3)c2)C(OC(C)=O)C(OC(C)=O)C1OC(C)=O, N#Cc1ccc(B(O)O)cc1. Yields the product CC(=O)OCC1OC(c2ccc(Cl)c(Cc3ccc(-c4ccc(C#N)cc4)s3)c2)C(OC(C)=O)C(OC(C)=O)C1OC(C)=O. Reaction SMILES: [C:1]([CH3:2])(=[O:3])[O:4][CH:5]1[CH:6]([c:24]2[cH:25][c:26]([CH2:31][c:32]3[s:33][c:34]([Br:37])[cH:35][cH:36]3)[c:27]([Cl:30])[cH:28][cH:29]2)[O:7][CH:8]([CH2:19][O:20][C:21]([CH3:22])=[O:23])[CH:9]([O:15][C:16]([CH3:17])=[O:18])[CH:10]1[O:11][C:12]([CH3:13])=[O:14].[C:38](#[N:39])[c:40]1[cH:41][cH:42][c:43]([B:46]([OH:47])[OH:48])[cH:44][cH:45]1>>[C:1]([CH3:2])(=[O:3])[O:4][CH:5]1[CH:6]([c:24]2[cH:25][c:26]([CH2:31][c:32]3[s:33][c:34](-[c:43]4[cH:42][cH:41][c:40]([C:38]#[N:39])[cH:45][cH:44]4)[cH:35][cH:36]3)[c:27]([Cl:30])[cH:28][cH:29]2)[O:7][CH:8]([CH2:19][O:20][C:21]([CH3:22])=[O:23])[CH:9]([O:15][C:16]([CH3:17])=[O:18])[CH:10]1[O:11][C:12]([CH3:13])=[O:14]. Reactants: CCCCC(C#N)(CCCCCBr)c1ccc(Cl)cc1Cl, CN(C)C=O, O, c1c[nH]cn1. Product: CCCCC(C#N)(CCCCCn1ccnc1)c1ccc(Cl)cc1Cl. As a reaction SMILES: [C:1](#[N:2])[C:3]([CH2:4][CH2:5][CH2:6][CH2:7][CH2:8][Br:9])([CH2:10][CH2:11][CH2:12][CH3:13])[c:14]1[c:15]([Cl:21])[cH:16][c:17]([Cl:20])[cH:18][cH:19]1.[CH3:27][N:28]([CH3:29])[CH:30]=[O:31].[OH2:32].[nH:22]1[cH:23][n:24][cH:25][cH:26]1>>[C:1](#[N:2])[C:3]([CH2:4][CH2:5][CH2:6][CH2:7][CH2:8][n:22]1[cH:23][n:24][cH:25][cH:26]1)([CH2:10][CH2:11][CH2:12][CH3:13])[c:14]1[c:15]([Cl:21])[cH:16][c:17]([Cl:20])[cH:18][cH:19]1. Starting materials: [Br-], CC[Mg+], C1CCOC1, CC(C)[O-], CC(C)[O-], CC(C)[O-], CC(C)[O-], CCOCC, N#Cc1ccc(-c2nc3ccn4c(CO)nnc4c3cc2-c2ccccc2)cc1, [Ti+4]. Product: NC1(c2ccc(-c3nc4ccn5c(CO)nnc5c4cc3-c3ccccc3)cc2)CC1. RXN SMILES: [Br-:1].[CH2:2]([CH3:3])[Mg+:4].[CH2:39]1[O:40][CH2:41][CH2:42][CH2:43]1.[CH3:44][CH:45]([CH3:46])[O-:47].[CH3:49][CH:50]([CH3:51])[O-:52].[CH3:53][CH:54]([CH3:55])[O-:56].[CH3:57][CH:58]([CH3:59])[O-:60].[CH3:5][CH2:6][O:7][CH2:8][CH3:9].[OH:10][CH2:11][c:12]1[n:13][n:14][c:15]2[c:16]3[cH:17][c:18](-[c:33]4[cH:34][cH:35][cH:36][cH:37][cH:38]4)[c:19](-[c:25]4[cH:26][cH:27][c:28]([C:29]#[N:30])[cH:31][cH:32]4)[n:20][c:21]3[cH:22][cH:23][n:24]12.[Ti+4:48]>>[CH2:2]1[CH2:3][C:29]1([c:28]1[cH:27][cH:26][c:25](-[c:19]2[c:18](-[c:33]3[cH:34][cH:35][cH:36][cH:37][cH:38]3)[cH:17][c:16]3[c:15]4[n:14][n:13][c:12]([CH2:11][OH:10])[n:24]4[cH:23][cH:22][c:21]3[n:20]2)[cH:32][cH:31]1)[NH2:30]. Reactants: BrC1=CC=C(CNC(OC(C)(C)C)=O)C=C1 (tert-butyl 4-bromobenzylcarbamate), B1(OC(C(O1)(C)C)(C)C)B2OC(C(O2)(C)C)(C)C (bis(pinacolato)diborane), BrC=1C=2C3=C(C(NC2C=CC1OC)=O)SC=C3 (9-bromo-8-methoxythieno[2,3-c]quinolin-4(5H)-one). Yields the product COC1=C(C=2C3=C(C(NC2C=C1)=O)SC=C3)C3=CC=C(CNC(OC(C)(C)C)=O)C=C3 (tert-Butyl 4-(8-Methoxy-4-oxo-4,5-dihydrothieno[2,3-c]quinolin-9-yl)benzylcarbamate). Isolated yield 68.7%. As a reaction SMILES: Br[C:2]1[CH:16]=[CH:15][C:5]([CH2:6][NH:7][C:8](=[O:14])[O:9][C:10]([CH3:13])([CH3:12])[CH3:11])=[CH:4][CH:3]=1.B1(B2OC(C)(C)C(C)(C)O2)OC(C)(C)C(C)(C)O1.Br[C:36]1[C:37]2[C:38]3[CH:51]=[CH:50][S:49][C:39]=3[C:40](=[O:48])[NH:41][C:42]=2[CH:43]=[CH:44][C:45]=1[O:46][CH3:47]>>[CH3:47][O:46][C:45]1[CH:44]=[CH:43][C:42]2[NH:41][C:40](=[O:48])[C:39]3[S:49][CH:50]=[CH:51][C:38]=3[C:37]=2[C:36]=1[C:2]1[CH:16]=[CH:15][C:5]([CH2:6][NH:7][C:8](=[O:14])[O:9][C:10]([CH3:13])([CH3:12])[CH3:11])=[CH:4][CH:3]=1. Reported procedure: Following General Procedure E, tert-butyl 4-bromobenzylcarbamate (2.9 g, 10 mmol) was reacted with bis(pinacolato)diborane (2.8 g, 11 mmol) to afford the crude boronic ester which was reacted with 9-bromo-8-methoxythieno[2,3-c]quinolin-4(5H)-one (2.8 g, 9.0 mmol) to afford the desired product (2.7 g, 68%) as a brown solid: ESI MS m/z 437 [C24H24N2O4S+H]+.